From a dataset of the Open Reaction Database (ORD), a public repository of structured organic reaction records. describe an organic reaction: reactants, conditions, products, and yield RXN SMILES: ClC1C(F)=CC(F)=[C:6](C=1)[C:7](NS(C)(=O)=O)=[O:8].[Cl:17][C:18]1[C:19](F)=[CH:20][C:21]([F:33])=[C:22]([CH:32]=1)[C:23]([NH:25][S:26](=[O:31])(=[O:30])[N:27]([CH3:29])[CH3:28])=[O:24].[C:35]12(CO)[CH2:44][CH:39]3[CH2:40][CH:41]([CH2:43][CH:37]([CH2:38]3)[CH2:36]1)[CH2:42]2.C12(C(O)C)CC3CC(CC(C3)C1)C2>>[C:35]12([CH2:6][CH2:7][O:8][C:19]3[C:18]([Cl:17])=[CH:32][C:22]([C:23]([NH:25][S:26](=[O:31])(=[O:30])[N:27]([CH3:29])[CH3:28])=[O:24])=[C:21]([F:33])[CH:20]=3)[CH2:36][CH:37]3[CH2:43][CH:41]([CH2:40][CH:39]([CH2:38]3)[CH2:44]1)[CH2:42]2. Procedure details: Following the procedure as described in Example 8 and making variations as required to replace 5-chloro-2,4-difluoro-N-(methylsulfonyl)benzamide with 5-chloro-N—(N,N-dimethylsulfamoyl)-2,4-difluorobenzamide and adamantan-1-ylmethanol with adamantan-1-ylethanol, the title compound was obtained as a colorless solid (0.15 g, 33%): 1H NMR (300 MHz, DMSO-d6) δ 11.75 (s, 1H), 7.72 (d, J=7.5 Hz, 1H), 7.28 (d, J=12.5 Hz, 1H), 4.18 (t, J=7.0 Hz, 2H), 2.87 (s, 6H), 1.93-1.88 (br s, 3H), 1.70-1.54 (m, 14H)... Yield: 33.0%. Starting materials: C12(CC3CC(CC(C1)C3)C2)CO (adamantan-1-ylmethanol), C12(CC3CC(CC(C1)C3)C2)C(C)O (adamantan-1-ylethanol), ClC=1C(=CC(=C(C(=O)NS(=O)(=O)C)C1)F)F (5-chloro-2,4-difluoro-N-(methylsulfonyl)benzamide), ClC=1C(=CC(=C(C(=O)NS(N(C)C)(=O)=O)C1)F)F (5-chloro-N—(N,N-dimethylsulfamoyl)-2,4-difluorobenzamide). Product: C12(CC3CC(CC(C1)C3)C2)CCOC2=CC(=C(C(=O)NS(N(C)C)(=O)=O)C=C2Cl)F (4-(2-(adamantan-1-yl)ethoxy)-5-chloro-N—(N,N-dimethylsulfamoyl)-2-fluorobenzamide), solid. The reactants are NC1=C(C(=O)NC2=NN=NN2)C=C2C(=C1)OCO2 (2-amino-4,5-methylenedioxy-N-(1H-tetrazol-5-yl)benzamide), C(C)OC(OCC)OCC (triethoxymethane). Solvent: COCCO (2-methoxyethanol). Yields the product C1OC=2C=C3C(N(C=NC3=CC2O1)C1=NN=NN1)=O (6,7-methylenedioxy-3-(1H-tetrazol-5-yl)-4(3H)-quinazolinone). As a reaction SMILES: [NH2:1][C:2]1[CH:15]=[C:14]2[O:16][CH2:17][O:18][C:13]2=[CH:12][C:3]=1[C:4]([NH:6][C:7]1[NH:11][N:10]=[N:9][N:8]=1)=[O:5].[CH2:19](OC(OCC)OCC)C>COCCO>[CH2:17]1[O:16][C:14]2[CH:15]=[C:2]3[C:3]([C:4](=[O:5])[N:6]([C:7]4[NH:8][N:9]=[N:10][N:11]=4)[CH:19]=[N:1]3)=[CH:12][C:13]=2[O:18]1. Reported procedure: A slurry of 11.6 g of 2-amino-4,5-methylenedioxy-N-(1H-tetrazol-5-yl)benzamide and 25 g of triethoxymethane in 150 ml of 2-methoxyethanol was heated at reflux for 1 hour. A complete solution was not obtained at any time but the final mixture was filtered and the separated solid was air dried and recrystallized from a mixture of dimethylformamide and methanol to give 6,7-methylenedioxy-3-(1H-tetrazol-5-yl)-4(3H)-quinazolinone melting at about 280° C. (dec). Starting materials: CC1=C(C=CC=C1[N+](=O)[O-])NCC1=CC=C(OC=2C=C(OCC(=O)OCC)C=CC2)C=C1 (ethyl [3-(4-{[(2-methyl-3-nitrophenyl)amino]methyl}phenoxy)phenoxy]acetate), FC1=C(CBr)C=CC(=C1)F (2,4 difluorobenzyl bromide). Yields the product FC1=C(CN(C2=C(C(=CC=C2)[N+](=O)[O-])C)CC2=CC=C(OC=3C=C(OCC(=O)OCC)C=CC3)C=C2)C=CC(=C1)F (ethyl [3-(4-{[(2,4-difluorobenzyl)(2-methyl-3-nitrophenyl)amino]methyl}phenoxy)phenoxy]acetate). As a reaction SMILES: [CH3:1][C:2]1[C:7]([N+:8]([O-:10])=[O:9])=[CH:6][CH:5]=[CH:4][C:3]=1[NH:11][CH2:12][C:13]1[CH:32]=[CH:31][C:16]([O:17][C:18]2[CH:19]=[C:20]([CH:28]=[CH:29][CH:30]=2)[O:21][CH2:22][C:23]([O:25][CH2:26][CH3:27])=[O:24])=[CH:15][CH:14]=1.[F:33][C:34]1[CH:41]=[C:40]([F:42])[CH:39]=[CH:38][C:35]=1[CH2:36]Br>>[F:33][C:34]1[CH:41]=[C:40]([F:42])[CH:39]=[CH:38][C:35]=1[CH2:36][N:11]([CH2:12][C:13]1[CH:32]=[CH:31][C:16]([O:17][C:18]2[CH:19]=[C:20]([CH:28]=[CH:29][CH:30]=2)[O:21][CH2:22][C:23]([O:25][CH2:26][CH3:27])=[O:24])=[CH:15][CH:14]=1)[C:3]1[CH:4]=[CH:5][CH:6]=[C:7]([N+:8]([O-:10])=[O:9])[C:2]=1[CH3:1]. Procedure details: The product from Example 83B and 2,4 difluorobenzyl bromide were processed as described in Example 6B to provide the title compound. Product: ONC(C1=CC(=NC=C1)C)=N (N-hydroxy-2-methyl-isonicotinamidine). Solvent: CO (methanol). The yield is 130.4%. Reaction SMILES: [CH3:1][C:2]1[CH:3]=[C:4]([CH:7]=[CH:8][N:9]=1)[C:5]#[N:6].Cl.[NH2:11][OH:12].C([O-])(O)=O.[Na+]>CO>[OH:12][NH:11][C:5](=[NH:6])[C:4]1[CH:7]=[CH:8][N:9]=[C:2]([CH3:1])[CH:3]=1 |f:1.2,3.4|. Reactants: CC=1C=C(C#N)C=CN1 (2-methyl-isonicotinonitrile), Cl.NO (hydroxylamine hydrochloride), C(=O)(O)[O-].[Na+] (NaHCO3). Reported procedure: To a solution of 2-methyl-isonicotinonitrile (330 mg, 2.79 mmol) in methanol (12 mL), hydroxylamine hydrochloride (388 mg, 5.59 mmol) and NaHCO3 (469 mg, 5.59 mmol) is added. The mixture is stirred in a sealed vial at 60° C. for 16 h before the solvent is evaporated. The residue is dried to give N-hydroxy-2-methyl-isonicotinamidine (550 mg); LC-MS: tR=0.55 min, [M+1]+=152.25. Conditions: temperature 60 celsius, time 16 hour. Solvent: O (water), C(C)O (ethanol), C(C)O (ethanol). Yield: 71.6%. Reactants: [OH-].[Na+] (NaOH), ClCCCN (3-chloropropylamine), SC=1OC2=C(N1)C=CC=C2 (2-Mercaptobenzoxazole). Reported procedure: 2-Mercaptobenzoxazole (15.2 g; 0.1 mol) was dissolved in ethanol (200 ml); NaOH (4.0 g; 0.1 mol) dissolved in water was added thereto. The reaction mixture was refluxed for 30 minutes, then 3-chloropropylamine (9.3 g; 0.1 mol) dissolved in ethanol (50 ml) was added. The mixture was refluxed for 90 minutes, cooled, filtered from the salt and the solvent was evaporated under reduced pressure. The residue was purified by silica gel chromatography, eluting with methanol/ether (1:3), (15.0 g; 71.6% y... Product: O1C(=NC2=C1C=CC=C2)SCCCN (3-(2-Benzooxazolylthio)propylamine). RXN SMILES: [SH:1][C:2]1[O:3][C:4]2[CH:10]=[CH:9][CH:8]=[CH:7][C:5]=2[N:6]=1.[OH-].[Na+].Cl[CH2:14][CH2:15][CH2:16][NH2:17]>C(O)C.O>[O:3]1[C:4]2[CH:10]=[CH:9][CH:8]=[CH:7][C:5]=2[N:6]=[C:2]1[S:1][CH2:14][CH2:15][CH2:16][NH2:17] |f:1.2|. Reactants: NN1C(C2=CC=CC=C2C(=N1)SC1=CC=NC=C1)=O (2-amino-4-(pyridin-4-ylthio)phthalazin-1(2H)-one), ClC1=CC=C(C=C1)CC(=O)Cl ((4-chlorophenyl)acetyl chloride). Product: ClC1=CC=C(C=C1)CC(=O)NN1C(C2=CC=CC=C2C(=N1)SC1=CC=NC=C1)=O (2-(4-chlorophenyl)-N-[1-oxo-4-(pyridin-4-ylsulfanyl)phthalazin-2(1H)-yl]acetamide). Reaction SMILES: [NH2:1][N:2]1[N:11]=[C:10]([S:12][C:13]2[CH:18]=[CH:17][N:16]=[CH:15][CH:14]=2)[C:9]2[C:4](=[CH:5][CH:6]=[CH:7][CH:8]=2)[C:3]1=[O:19].[Cl:20][C:21]1[CH:26]=[CH:25][C:24]([CH2:27][C:28](Cl)=[O:29])=[CH:23][CH:22]=1>>[Cl:20][C:21]1[CH:26]=[CH:25][C:24]([CH2:27][C:28]([NH:1][N:2]2[N:11]=[C:10]([S:12][C:13]3[CH:18]=[CH:17][N:16]=[CH:15][CH:14]=3)[C:9]3[C:4](=[CH:5][CH:6]=[CH:7][CH:8]=3)[C:3]2=[O:19])=[O:29])=[CH:23][CH:22]=1. Reported procedure: The product from Example 191B and (4-chlorophenyl)acetyl chloride were processed using a method similar to that described in Example 4C to afford the title compound. 1H NMR (400 MHz, DMSO-d6) δ 11.84 (s, 1H), 8.44-8.35 (m, 3H), 8.05-7.92 (m, 3H), 7.44-7.35 (m, 4H), 7.29-7.22 (m, 2H), 3.71 (s, 2H); MS (DCI+) M/Z 423 (M+H)+. Starting materials: [H][H] (hydrogen), C(C)(C)(C)OC(C1=CC=C(C=C1)CNS(=O)(=O)C1=C(C=CC=C1)[N+](=O)[O-])=O (4-[(2-Nitro-benzenesulfonylamino)-methyl]-benzoic acid tert-butyl ester). The reagents and catalysts are [Ni] (Raney Nickel). Run in O1CCCC1 (tetrahydrofuran). Run at time 28 hour. Yields the product 12.2, C(C)(C)(C)OC(C1=CC=C(C=C1)CNS(=O)(=O)C1=C(C=CC=C1)N)=O (4-[(2-Amino-benzenesulfonylamino)-methyl]-benzoic acid tert-butyl ester). The yield is 92.0%. As a reaction SMILES: [C:1]([O:5][C:6](=[O:27])[C:7]1[CH:12]=[CH:11][C:10]([CH2:13][NH:14][S:15]([C:18]2[CH:23]=[CH:22][CH:21]=[CH:20][C:19]=2[N+:24]([O-])=O)(=[O:17])=[O:16])=[CH:9][CH:8]=1)([CH3:4])([CH3:3])[CH3:2].[H][H]>O1CCCC1.[Ni]>[C:1]([O:5][C:6](=[O:27])[C:7]1[CH:8]=[CH:9][C:10]([CH2:13][NH:14][S:15]([C:18]2[CH:23]=[CH:22][CH:21]=[CH:20][C:19]=2[NH2:24])(=[O:17])=[O:16])=[CH:11][CH:12]=1)([CH3:4])([CH3:2])[CH3:3]. Reported procedure: 4-[(2-Nitro-benzenesulfonylamino)-methyl]-benzoic acid tert-butyl ester (14.4 g, 40 mmol) was dissolved in 100 mL of tetrahydrofuran containing 10 g of Raney Nickel. The reaction was pressurized with 100 psi of hydrogen gas and stirred for 28 hours at 25° C. to 60° C. The reaction was filtered, and the filtrate was rotary evaporated to give a thick oil. Chromatography (20% ethyl acetate/hexanes, SiO2) of the oil gave 12.2 (92%) of 4-[(2-Amino-benzenesulfonylamino)-methyl]-benzoic acid tert-butyl... Reactants: C(C1=CC=CC=C1)OC1=C(C=C(C(=C1)OC)OC)[N+](=O)[O-] (2-benzyloxy-4,5-dimethoxy-nitrobenzene). Reagents/catalysts: [Fe] (iron). Run in C(C)O (ethanol), C(C)(=O)O (acetic acid), O (water), O (water). Product: C(C1=CC=CC=C1)OC1=C(N)C=C(C(=C1)OC)OC (2-benzyloxy-4,5-dimethoxy-aniline). RXN SMILES: [CH2:1]([O:8][C:9]1[CH:14]=[C:13]([O:15][CH3:16])[C:12]([O:17][CH3:18])=[CH:11][C:10]=1[N+:19]([O-])=O)[C:2]1[CH:7]=[CH:6][CH:5]=[CH:4][CH:3]=1>C(O)C.C(O)(=O)C.O.[Fe]>[CH2:1]([O:8][C:9]1[CH:14]=[C:13]([O:15][CH3:16])[C:12]([O:17][CH3:18])=[CH:11][C:10]=1[NH2:19])[C:2]1[CH:3]=[CH:4][CH:5]=[CH:6][CH:7]=1. Reported procedure: To a hot suspension (60° C.) of 260 g 2-benzyloxy-4,5-dimethoxy-nitrobenzene in 900 ml of ethanol, 1350 ml of glacial acetic acid and 900 ml of water, 282.6 g of iron powder was added portion-wise over 30 min. Thereafter the mixture was refluxed for 1/4 h. The reaction mixture was poured into 10 l of water and the oily product was extracted with dichloromethane. After drying the solvent was evaporated. Yield: 116 g (50%). Melting point: 74° C. Reactants: C[O-].[Na+] (sodium methoxide), CO (methanol), solution, C(C(=O)Cl)(=O)Cl (oxalyl chloride), C(Cl)Cl (methylene chloride), [Si](C)(C)(C(C)(C)C)OCCCC=1C=CC=C2C=CNC12 (7-[3-(tert-butyldimethylsilyloxy)propyl]-1H-indole). The solvent is CCOCC (ether). Run at time 1.5 hour. The product is OCCCC=1C=CC=C2C(=CNC12)C(C(=O)OC)=O (Methyl 2-[7-(3-hydroxypropyl)-1H-indol-3-yl]oxoacetate). Isolated yield 97.0%. Reaction SMILES: [C:1](Cl)(=[O:5])[C:2](Cl)=[O:3].C(Cl)Cl.[Si]([O:17][CH2:18][CH2:19][CH2:20][C:21]1[CH:22]=[CH:23][CH:24]=[C:25]2[C:29]=1[NH:28][CH:27]=[CH:26]2)(C(C)(C)C)(C)C.[CH3:30][O-:31].[Na+].CO>CCOCC>[OH:17][CH2:18][CH2:19][CH2:20][C:21]1[CH:22]=[CH:23][CH:24]=[C:25]2[C:29]=1[NH:28][CH:27]=[C:26]2[C:1](=[O:5])[C:2]([O:31][CH3:30])=[O:3] |f:3.4|. Procedure details: A 2.0 M solution of oxalyl chloride in methylene chloride (9.30 mL, 18.6 mmol) was added to a solution of 7-[3-(tert-butyldimethylsilyloxy)propyl]-1H-indole (4.9 g, 16.9 mmol) in ether (40 mL) dropwise over 15 min at 4° C. under N2. The ice bath was removed and the resulting mixture was stirred for 1.5 h. A 25% sodium methoxide in methanol solution (8.1 mL, 32.4 mmol) was added at −78° C. over 5 min. The mixture was allowed to warm up to room temperature and stirred for 2 h. The reaction was que... The reactants are OP(OP(O)(OP(O)(O)=O)=O)(OC[C@@H]1[C@@H](O)C[C@H](N2C(NC(C(C)=C2)=O)=O)O1)=O (dTTP), C(C(CO)(CO)N)O.Cl (Tris-HCl), 500, [Mg+2].[Cl-].[Cl-] (MgCl2), [Na+].[Cl-] (NaCl), 81. Solvent: solution. Conditions: time 6 hour. Yields the product CC1=CN(C(=O)NC1=O)[C@H]2C[C@@H]([C@H](O2)COP(=O)(O)O)O (poly(dT)). As a reaction SMILES: C(O)C(N)(CO)CO.Cl.[Mg+2].[Cl-].[Cl-].[Na+].[Cl-].[OH:15][P:16](=[O:43])([O:26][CH2:27][C@H:28]1[O:42][C@@H:32]([N:33]2[CH:39]=[C:37]([CH3:38])[C:36](=[O:40])[NH:35][C:34]2=[O:41])[CH2:31][C@@H:29]1[OH:30])[O:17]P(=O)(OP(=O)(O)O)O>>[CH3:38][C:37]1[C:36](=[O:40])[NH:35][C:34](=[O:41])[N:33]([C@@H:32]2[O:42][C@H:28]([CH2:27][O:26][P:16]([OH:17])([OH:43])=[O:15])[C@@H:29]([OH:30])[CH2:31]2)[CH:39]=1 |f:0.1,2.3.4,5.6|. Procedure: To 300 μl of a solution comprising 10 mM Tris-HCl (pH 7.5), 6 mM MgCl2 and 10 mM NaCl, there was added 400 μg of pCDV1 [Okayama & Berg: Mol. Cell. Biol., 3, 280 (1983)] and, after further addition of 500 units of KpnI, the reaction was carried out at 37° C. for 6 hours, whereby the plasmid was cleaved at the KpnI site. The DNA recovered byphenol-chloroform extraction followed by ethanol precipitation. About 200 μg of the KpnI-cleaved DNA was added to 200 μl of a solution prepared by adding dTTP ...